Dataset: the Open Reaction Database (ORD), a public repository of structured organic reaction records. Task: describe an organic reaction: reactants, conditions, products, and yield Reactants: Cl.NCCOC=1C=NC(=NC1)C=1C=C(CN2N=C(C=CC2=O)C=2C=NN(C2)C)C=CC1 (2-{3-[5-(2-aminoethoxy)pyrimidin-2-yl]benzyl}-6-(1-methyl-1H-pyrazol-4-yl)-2H-pyridazin-3-one hydrochloride), C(C)(=O)N[C@H](C(=O)O)C(C)C ((S)-2-acetylamino-3-methylbutyric acid), CCN=C=NCCCN(C)C (EDCI), C=1C=CC2=C(C1)N=NN2O (HOBt), CN1CCOCC1 (4-methylmorpholine). Solvent: CN(C)C=O (DMF), ClCCl (dichloromethane), CO (methanol), O (water). Conditions: time 18 hour. Yields the product C(C)(=O)N[C@H](C(=O)NCCOC=1C=NC(=NC1)C1=CC(=CC=C1)CN1N=C(C=CC1=O)C=1C=NN(C1)C)C(C)C ((S)-2-acetylamino-3-methyl-N-[2-(2-{3-[3-(1-methyl-1H-pyrazol-4-yl)-6-oxo-6H-pyridazin-1-ylmethyl]phenyl}pyrimidin-5-yloxy)ethyl]-butyramide). Reaction SMILES: Cl.[NH2:2][CH2:3][CH2:4][O:5][C:6]1[CH:7]=[N:8][C:9]([C:12]2[CH:13]=[C:14]([CH:29]=[CH:30][CH:31]=2)[CH2:15][N:16]2[C:21](=[O:22])[CH:20]=[CH:19][C:18]([C:23]3[CH:24]=[N:25][N:26]([CH3:28])[CH:27]=3)=[N:17]2)=[N:10][CH:11]=1.[C:32]([NH:35][C@@H:36]([CH:40]([CH3:42])[CH3:41])[C:37](O)=[O:38])(=[O:34])[CH3:33].CCN=C=NCCCN(C)C.C1C=CC2N(O)N=NC=2C=1.CN1CCOCC1>CN(C=O)C.ClCCl.CO.O>[C:32]([NH:35][C@@H:36]([CH:40]([CH3:42])[CH3:41])[C:37]([NH:2][CH2:3][CH2:4][O:5][C:6]1[CH:7]=[N:8][C:9]([C:12]2[CH:31]=[CH:30][CH:29]=[C:14]([CH2:15][N:16]3[C:21](=[O:22])[CH:20]=[CH:19][C:18]([C:23]4[CH:24]=[N:25][N:26]([CH3:28])[CH:27]=4)=[N:17]3)[CH:13]=2)=[N:10][CH:11]=1)=[O:38])(=[O:34])[CH3:33] |f:0.1|. Procedure details: 100 mg (0.23 mmol) of 2-{3-[5-(2-aminoethoxy)pyrimidin-2-yl]benzyl}-6-(1-methyl-1H-pyrazol-4-yl)-2H-pyridazin-3-one hydrochloride, 43 mg (0.25 mmol) of (S)-2-acetylamino-3-methylbutyric acid, 66 mg (0.34 mmol) of EDCI, 41 mg (0.30 mmol) of HOBt are dissolved in 2 ml of DMF, and 76 μl (0.68 mmol) of 4-methylmorpholine are added. The reaction mixture is stirred at room temperature for 18 h, water is added, and the precipitate is stirred with methanol and dichloromethane. The product is dried in va... Reactants: FC=1C(=NC2=CC=CC(=C2N1)C1=CC=2C(NCCC2N1)=O)C (2-(3-fluoro-2-methylquinoxalin-5-yl)-6,7-dihydro-1H-pyrrolo[3,2-c]pyridin-4(5H)-one), C1(CC1)N (cyclopropanamine). Conditions: temperature 100 celsius. Product: C1(CC1)NC=1C(=NC2=CC=CC(=C2N1)C1=CC=2C(NCCC2N1)=O)C (2-(3-(cyclopropylamino)-2-methylquinoxalin-5-yl)-6,7-dihydro-1H-pyrrolo[3,2-c]pyridin-4(5H)-one). Isolated yield 78.0%. Reaction SMILES: F[C:2]1[C:3]([CH3:22])=[N:4][C:5]2[C:10]([N:11]=1)=[C:9]([C:12]1[NH:20][C:19]3[CH2:18][CH2:17][NH:16][C:15](=[O:21])[C:14]=3[CH:13]=1)[CH:8]=[CH:7][CH:6]=2.[CH:23]1([NH2:26])[CH2:25][CH2:24]1>>[CH:23]1([NH:26][C:2]2[C:3]([CH3:22])=[N:4][C:5]3[C:10]([N:11]=2)=[C:9]([C:12]2[NH:20][C:19]4[CH2:18][CH2:17][NH:16][C:15](=[O:21])[C:14]=4[CH:13]=2)[CH:8]=[CH:7][CH:6]=3)[CH2:25][CH2:24]1. Procedure details: Prepared similarly to that described in Example 131 using 2-(3-fluoro-2-methylquinoxalin-5-yl)-6,7-dihydro-1H-pyrrolo[3,2-c]pyridin-4(5H)-one (Example 126; 55 mg, 0.186 mmol) and cyclopropanamine (25.7 μl, 0.371 mmol, Aldrich), heating at 100° C. for 30 min. Purification by silica gel (100% DCM to 4% MeOH/DCM) provided 2-(3-(cyclopropylamino)-2-methylquinoxalin-5-yl)-6,7-dihydro-1H-pyrrolo[3,2-c]pyridin-4(5H)-one (78% yield). 1H NMR (400 MHz, DMSO-d6) δ ppm 0.70-0.75 (m, 2H) 0.96 (dd, J=6.65, 1.... Reactants: [Cl-].O[NH3+] (hydroxylammonium chloride), C(O)([O-])=O.[Na+] (sodium hydrogen carbonate), OC(CO[C@@H]1CC[C@H](CC1)N1C=2N(C(=C(C1=O)CC1=CC=C(C=C1)C=1C(=CC=CC1)C#N)CCC)N=NC2)(C)C (4′-({4-[trans-4-(2-hydroxy-2-methylpropoxy)cyclohexyl]-5-oxo-7-propyl-4,5-dihydro[1,2,3]triazolo[1,5-a]pyrimidin-6-yl}methyl)biphenyl-2-carbonitrile). The solvent is CS(=O)C (dimethyl sulfoxide), CS(=O)C (dimethyl sulfoxide), C(C)(=O)OCC (ethyl acetate). Reaction conditions: temperature 60 celsius, time 30 minute. Product: OC(CO[C@@H]1CC[C@H](CC1)N1C=2N(C(=C(C1=O)CC1=CC=C(C=C1)C1=C(C=CC=C1)C1=NOC(N1)=O)CCC)N=NC2)(C)C (4-[trans-4-(2-hydroxy-2-methylpropoxy)cyclohexyl]-6-{[2′-(5-oxo-4,5-dihydro-1,2,4-oxadiazol-3-yl)biphenyl-4-yl]methyl}-7-propyl[1,2,3]triazolo[1,5-a]pyrimidin-5(4H)-one), compound. Yield: 41.0%. RXN SMILES: [Cl-].O[NH3+:3].[C:4](=[O:7])([O-])[OH:5].[Na+].[OH:9][C:10]([CH3:48])([CH3:47])[CH2:11][O:12][C@H:13]1[CH2:18][CH2:17][C@H:16]([N:19]2[C:24](=[O:25])[C:23]([CH2:26][C:27]3[CH:32]=[CH:31][C:30]([C:33]4[C:34]([C:39]#[N:40])=[CH:35][CH:36]=[CH:37][CH:38]=4)=[CH:29][CH:28]=3)=[C:22]([CH2:41][CH2:42][CH3:43])[N:21]3[N:44]=[N:45][CH:46]=[C:20]23)[CH2:15][CH2:14]1>CS(C)=O.C(OCC)(=O)C>[OH:9][C:10]([CH3:47])([CH3:48])[CH2:11][O:12][C@H:13]1[CH2:18][CH2:17][C@H:16]([N:19]2[C:24](=[O:25])[C:23]([CH2:26][C:27]3[CH:32]=[CH:31][C:30]([C:33]4[CH:38]=[CH:37][CH:36]=[CH:35][C:34]=4[C:39]4[NH:3][C:4](=[O:7])[O:5][N:40]=4)=[CH:29][CH:28]=3)=[C:22]([CH2:41][CH2:42][CH3:43])[N:21]3[N:44]=[N:45][CH:46]=[C:20]23)[CH2:15][CH2:14]1 |f:0.1,2.3|. Procedure: A mixture of hydroxylammonium chloride (292 mg), sodium hydrogen carbonate (470 mg) and dimethyl sulfoxide (2 mL) was stirred at 60° C. for 30 min, a solution of 4′-({4-[trans-4-(2-hydroxy-2-methylpropoxy)cyclohexyl]-5-oxo-7-propyl-4,5-dihydro[1,2,3]triazolo[1,5-a]pyrimidin-6-yl}methyl)biphenyl-2-carbonitrile (153 mg) in dimethyl sulfoxide (2 mL) was added, and the mixture was stirred at 90° C. for 18 hr. The reaction mixture was diluted with ethyl acetate, washed with water and then with satura... The reactants are COC=1C=C(C=C(C1)OC)C1=NC=C(C=C1)N(CCN(CC)C=1C=CC(=NC1)C1=CC(=CC(=C1)OC)OC)CC (N,N′-bis[2-(3,5-dimethoxyphenyl)-5-pyridyl]-N,N′-diethylethylenediamine), CS(=O)(=O)O (methanesulfonic acid). Solvent: CO (methanol). Yields the product CS(=O)(=O)O.CS(=O)(=O)O.COC=1C=C(C=C(C1)OC)C1=NC=C(C=C1)N(CCN(CC)C=1C=CC(=NC1)C1=CC(=CC(=C1)OC)OC)CC (N,N′-Bis[2-(3,5-dimethoxyphenyl)-5-pyridyl]-N,N′-diethylethylenediamine dimethanesulfonate). Yield: 65.3%. Reaction SMILES: [CH3:1][O:2][C:3]1[CH:4]=[C:5]([C:11]2[CH:16]=[CH:15][C:14]([N:17]([CH2:39][CH3:40])[CH2:18][CH2:19][N:20]([C:23]3[CH:24]=[CH:25][C:26]([C:29]4[CH:34]=[C:33]([O:35][CH3:36])[CH:32]=[C:31]([O:37][CH3:38])[CH:30]=4)=[N:27][CH:28]=3)[CH2:21][CH3:22])=[CH:13][N:12]=2)[CH:6]=[C:7]([O:9][CH3:10])[CH:8]=1.[CH3:41][S:42]([OH:45])(=[O:44])=[O:43]>CO>[CH3:41][S:42]([OH:45])(=[O:44])=[O:43].[CH3:41][S:42]([OH:45])(=[O:44])=[O:43].[CH3:1][O:2][C:3]1[CH:4]=[C:5]([C:11]2[CH:16]=[CH:15][C:14]([N:17]([CH2:39][CH3:40])[CH2:18][CH2:19][N:20]([C:23]3[CH:24]=[CH:25][C:26]([C:29]4[CH:30]=[C:31]([O:37][CH3:38])[CH:32]=[C:33]([O:35][CH3:36])[CH:34]=4)=[N:27][CH:28]=3)[CH2:21][CH3:22])=[CH:13][N:12]=2)[CH:6]=[C:7]([O:9][CH3:10])[CH:8]=1 |f:3.4.5|. Procedure details: To a solution of N,N′-bis[2-(3,5-dimethoxyphenyl)-5-pyridyl]-N,N′-diethylethylenediamine (55.0 mg, 0.100 mmol) in methanol (2.0 mL) was added a 1.0 M aqueous methanesulfonic acid (0.20 mL, 0.20 mmol), and the reaction mixture was concentrated under reduced pressure. Ethanol (5.0 mL) was added to the residue, and the mixture was concentrated under reduced pressure. The residue was recrystallized from methanol-diethyl ether to yield the title compound as a yellow crystalline powder (melting point:... The reactants are ClC=1C=C(C=CC1)C1=NN(C=N1)\C=C/C(=O)OC(C)C ((Z)-isopropyl 3-(3-(3-chlorophenyl)-1H-1,2,4-triazol-1-yl)acrylate), C1CCOC1.O (THF Water), [Li+].[OH-] (LiOH). The solvent is C(C)(=O)OCC (ethyl acetate). Conditions: time 2.5 hour. Yields the product ClC=1C=C(C=CC1)C1=NN(C=N1)\C=C/C(=O)O ((Z)-3-(3-(3-chlorophenyl)-1H-1,2,4-triazol-1-yl)acrylic acid). Yield: 81.8%. Reaction SMILES: [Cl:1][C:2]1[CH:3]=[C:4]([C:8]2[N:12]=[CH:11][N:10](/[CH:13]=[CH:14]\[C:15]([O:17]C(C)C)=[O:16])[N:9]=2)[CH:5]=[CH:6][CH:7]=1.C1COCC1.O.[Li+].[OH-]>C(OCC)(=O)C>[Cl:1][C:2]1[CH:3]=[C:4]([C:8]2[N:12]=[CH:11][N:10](/[CH:13]=[CH:14]\[C:15]([OH:17])=[O:16])[N:9]=2)[CH:5]=[CH:6][CH:7]=1 |f:1.2,3.4|. Reported procedure: In 3-neck 100 mL RBF, (Z)-isopropyl 3-(3-(3-chlorophenyl)-1H-1,2,4-triazol-1-yl)acrylate (1.0 g, 1 eq.) was mixed with THF-Water (1:1) (20 mL, 20 Vol.) and LiOH (0.288 g, 2.0 eq.) was added. The reaction mixture was stirred at RT for 2-3 h. Reaction completion was monitored on TLC using neat ethyl acetate as mobile phase. Reaction mixture was quenched into the ice-water slurry (50 mL) and acidified with approximately 5 N HCl to 4 PH. Compound was extracted in the ethylacetate (50 mL×3) and organ...